This data is from the Open Reaction Database (ORD), a public repository of structured organic reaction records. The task is: describe an organic reaction: reactants, conditions, products, and yield Reactants: OC=1C=C(C=C(C1)O)OC (3,5-dihydroxyanisole), C(CCCC)(=O)Cl (valeroyl chloride), N1=CC=CC=C1 (pyridine). The product is C(CCCC)(=O)OC1=CC(=CC(=C1)OC)O (3-hydroxy-5-methoxyphenyl valerate), diester. As a reaction SMILES: [OH:1][C:2]1[CH:3]=[C:4]([O:9][CH3:10])[CH:5]=[C:6]([OH:8])[CH:7]=1.C(Cl)(=[O:16])CCCC.N1[CH:23]=[CH:22][CH:21]=[CH:20][CH:19]=1>>[C:19]([O:8][C:6]1[CH:5]=[C:4]([O:9][CH3:10])[CH:3]=[C:2]([OH:1])[CH:7]=1)(=[O:16])[CH2:20][CH2:21][CH2:22][CH3:23]. Procedure: One equivalent of 3,5-dihydroxyanisole was reacted with one equivalent of valeroyl chloride in pyridine as solvent for a period of one hour by the reaction scheme shown in FIG. 2. The solvent pyridine was removed from the reaction mixture to give 3-hydroxy-5-methoxyphenyl valerate (the monoester) and 5-methoxyphenyl-1,3-divalerate (the diester) in approximately equal amounts. Reactants: COC(=O)c1sc(-c2cccc(NC3CCN(C(=O)OC(C)(C)C)CC3)c2)c(Br)c1OCC(=O)OC(C)(C)C, CCOC(C)=O, CO, Cl. Yields the product Cl, COC(=O)c1sc(-c2cccc(NC3CCNCC3)c2)c(Br)c1OCC(=O)OC(C)(C)C. RXN SMILES: [C:1]([O:2][C:3](=[O:4])[N:8]1[CH2:9][CH2:10][CH:11]([NH:14][c:15]2[cH:16][c:17](-[c:21]3[s:22][c:23]([C:36](=[O:37])[O:38][CH3:39])[c:24]([O:27][CH2:28][C:29](=[O:30])[O:31][C:32]([CH3:33])([CH3:34])[CH3:35])[c:25]3[Br:26])[cH:18][cH:19][cH:20]2)[CH2:12][CH2:13]1)([CH3:5])([CH3:6])[CH3:7].[CH3:40][CH2:41][O:42][C:43]([CH3:44])=[O:45].[CH3:47][OH:48].[ClH:46]>>[ClH:46].[NH:8]1[CH2:9][CH2:10][CH:11]([NH:14][c:15]2[cH:16][c:17](-[c:21]3[s:22][c:23]([C:36](=[O:37])[O:38][CH3:39])[c:24]([O:27][CH2:28][C:29](=[O:30])[O:31][C:32]([CH3:33])([CH3:34])[CH3:35])[c:25]3[Br:26])[cH:18][cH:19][cH:20]2)[CH2:12][CH2:13]1. The reactants are C1CCC2=NCCCN2CC1, COCCOC, Cl, NCC1CCc2ccccc2N1, CS(=O)c1nc(N)nc(-c2ccco2)c1C#N. Product: N#Cc1c(NCC2CCc3ccccc3N2)nc(N)nc1-c1ccco1. RXN SMILES: [CH2:31]1[CH2:32][CH2:33][C:34]2=[N:39][CH2:38][CH2:37][CH2:36][N:35]2[CH2:40][CH2:41]1.[CH3:42][O:43][CH2:44][CH2:45][O:46][CH3:47].[ClH:18].[NH2:19][CH2:20][CH:21]1[NH:22][c:23]2[cH:24][cH:25][cH:26][cH:27][c:28]2[CH2:29][CH2:30]1.[NH2:1][c:2]1[n:3][c:4]([S:15]([CH3:16])=[O:17])[c:5]([C:13]#[N:14])[c:6](-[c:8]2[o:9][cH:10][cH:11][cH:12]2)[n:7]1>>[NH2:1][c:2]1[n:3][c:4]([NH:19][CH2:20][CH:21]2[NH:22][c:23]3[cH:24][cH:25][cH:26][cH:27][c:28]3[CH2:29][CH2:30]2)[c:5]([C:13]#[N:14])[c:6](-[c:8]2[o:9][cH:10][cH:11][cH:12]2)[n:7]1. Reactants: BrCCCCBr, CC1=COc2ccccc2C(=O)N1, CN(C)C=O, CCOC(C)=O, [H-], [Na+], O. Yields the product CC1=COc2ccccc2C(=O)N1CCCCBr. As a reaction SMILES: [Br:16][CH2:17][CH2:18][CH2:19][CH2:20][Br:21].[CH3:1][C:2]1=[CH:3][O:4][c:5]2[c:6]([cH:10][cH:11][cH:12][cH:13]2)[C:7](=[O:9])[NH:8]1.[CH3:23][N:24]([CH3:25])[CH:26]=[O:27].[CH3:28][CH2:29][O:30][C:31](=[O:32])[CH3:33].[H-:14].[Na+:15].[OH2:22]>>[CH3:1][C:2]1=[CH:3][O:4][c:5]2[c:6]([cH:10][cH:11][cH:12][cH:13]2)[C:7](=[O:9])[N:8]1[CH2:20][CH2:19][CH2:18][CH2:17][Br:16]. Starting materials: Cl.CN(CCS)C (2-(Dimethylamino)ethanethiol hydrochloride), [OH-].[Na+] (sodium hydroxide), ClCC(CCl)O (1,3-Dichloro-2-propanol). Run in C(C)O (ethanol), C(C)O (ethanol). Run at time 10 minute. The product is CN(CCSCC(CSCCN(C)C)O)C (1,3-bis(2-(dimethylamino)ethylthio)-2-propanol). Isolated yield 85.6%. Reaction SMILES: Cl.[CH3:2][N:3]([CH3:7])[CH2:4][CH2:5][SH:6].[OH-].[Na+].Cl[CH2:11][CH:12]([OH:15])[CH2:13]Cl>C(O)C>[CH3:2][N:3]([CH3:7])[CH2:4][CH2:5][S:6][CH2:11][CH:12]([OH:15])[CH2:13][S:6][CH2:5][CH2:4][N:3]([CH3:7])[CH3:2] |f:0.1,2.3|. Procedure details: 2-(Dimethylamino)ethanethiol hydrochloride (10.78 g, 78 mmole) was added portion-wise to a solution of sodium hydroxide (6.2 g, 155 mmole) in ethanol (40 mL) at 0° C. under nitrogen. A further portion of ethanol (20 mL) was added and the mixture stirred at this temperature for 10 minutes. 1,3-Dichloro-2-propanol (5.29 g, 41 mmole) was added dropwise. On completion of the addition, the reaction mixture was allowed to warm to room temperature and stirred for a further 2 hours. The precipitated sol...